Dataset: the Open Reaction Database (ORD), a public repository of structured organic reaction records. Task: describe an organic reaction: reactants, conditions, products, and yield Procedure: This compound is obtained according to the operating method described in Example 1d, in which the 4-benzyloxy-5-ethoxyindole is replaced with 4-benzyloxy-5-methoxyindole. A white powder (yield=90%, m.p.=146° C., decomposition) is obtained. The product is OC1=C2C=CNC2=CC=C1OC (4-hydroxy-5-methoxyindole). The yield is 90.0%. Reactants: C(C1=CC=CC=C1)OC1=C2C=CNC2=CC=C1OCC (4-benzyloxy-5-ethoxyindole), C(C1=CC=CC=C1)OC1=C2C=CNC2=CC=C1OC (4-benzyloxy-5-methoxyindole). RXN SMILES: C([O:8][C:9]1[C:17]([O:18][CH2:19]C)=[CH:16][CH:15]=[C:14]2[C:10]=1[CH:11]=[CH:12][NH:13]2)C1C=CC=CC=1.C(OC1C(OC)=CC=C2C=1C=CN2)C1C=CC=CC=1>>[OH:8][C:9]1[C:17]([O:18][CH3:19])=[CH:16][CH:15]=[C:14]2[C:10]=1[CH:11]=[CH:12][NH:13]2.